From a dataset of the Open Reaction Database (ORD), a public repository of structured organic reaction records. describe an organic reaction: reactants, conditions, products, and yield Reactants: [Ag+2], OCCCBr, O=C([O-])[O-], Cc1ccccc1, O=c1cc(-c2ccccc2)cc(-c2ccccc2)[nH]1. Product: OCCCOc1cc(-c2ccccc2)cc(-c2ccccc2)n1. RXN SMILES: [Ag+2:29].[Br:20][CH2:21][CH2:22][CH2:23][OH:24].[C:25](=[O:26])([O-:27])[O-:28].[CH3:30][c:31]1[cH:32][cH:33][cH:34][cH:35][cH:36]1.[c:1]1(-[c:7]2[cH:8][c:9](=[O:19])[nH:10][c:11](-[c:13]3[cH:14][cH:15][cH:16][cH:17][cH:18]3)[cH:12]2)[cH:2][cH:3][cH:4][cH:5][cH:6]1>>[c:1]1(-[c:7]2[cH:8][c:9]([O:19][CH2:21][CH2:22][CH2:23][OH:24])[n:10][c:11](-[c:13]3[cH:14][cH:15][cH:16][cH:17][cH:18]3)[cH:12]2)[cH:2][cH:3][cH:4][cH:5][cH:6]1. The reactants are O=C([O-])O, CC(C)NC(C)C, [Na+], C1CCOC1, CC(=O)N1CCCC1c1cc2c(cc1O)nc(-c1ccccn1)n2COCC[Si](C)(C)C, OCCc1ccccc1, c1ccc(P(c2ccccc2)c2ccccc2)cc1. Yields the product CC(=O)N1CCCC1c1cc2c(cc1OCCc1ccccc1)nc(-c1ccccn1)n2COCC[Si](C)(C)C. Reaction SMILES: [C:68](=[O:69])([OH:70])[O-:71].[CH:1]([NH:2][CH:3]([CH3:4])[CH3:5])([CH3:6])[CH3:7].[Na+:72].[O:73]1[CH2:74][CH2:75][CH2:76][CH2:77]1.[OH:36][c:37]1[c:38]([CH:60]2[N:61]([C:65]([CH3:66])=[O:67])[CH2:62][CH2:63][CH2:64]2)[cH:39][c:40]2[c:41]([n:42][c:43](-[c:53]3[n:54][cH:55][cH:56][cH:57][cH:58]3)[n:44]2[CH2:45][O:46][CH2:47][CH2:48][Si:49]([CH3:50])([CH3:51])[CH3:52])[cH:59]1.[c:27]1([CH2:33][CH2:34][OH:35])[cH:28][cH:29][cH:30][cH:31][cH:32]1.[c:8]1([P:9]([c:10]2[cH:11][cH:12][cH:13][cH:14][cH:15]2)[c:16]2[cH:17][cH:18][cH:19][cH:20][cH:21]2)[cH:22][cH:23][cH:24][cH:25][cH:26]1>>[c:27]1([CH2:33][CH2:34][O:35][c:37]2[c:38]([CH:60]3[N:61]([C:65]([CH3:66])=[O:67])[CH2:62][CH2:63][CH2:64]3)[cH:39][c:40]3[c:41]([n:42][c:43](-[c:53]4[n:54][cH:55][cH:56][cH:57][cH:58]4)[n:44]3[CH2:45][O:46][CH2:47][CH2:48][Si:49]([CH3:50])([CH3:51])[CH3:52])[cH:59]2)[cH:28][cH:29][cH:30][cH:31][cH:32]1. Starting materials: C(C)(C)(C)OC(=O)N1C(=CC2=CC=C(C=C12)OCCCBr)C=1C2=C(N(N1)C(=O)OC(C)(C)C)C=C(S2)C2=CC=CC=C2 (6-(3-bromo-propoxy)-2-(1-tert-butoxycarbonyl-5-phenyl-1H-thieno[3,2-c]pyrazol-3-yl)-indole-1-carboxylic acid tert-butyl ester), C(C)(C)(C)OC(=O)N1C(=CC2=CC=C(C=C12)OCCCBr)C=1C2=C(N(N1)C(=O)OC(C)(C)C)C=C(S2)C2=CC=CC=C2 (6-(3-bromo-propoxy)-2-(1-tert-butoxycarbonyl-5-phenyl-1H-thieno[3,2-c]pyrazol-3-yl)-indole-1-carboxylic acid tert-butyl ester), N1CCCCC1 (piperidine), C([O-])([O-])=O.[K+].[K+] (potassium carbonate), [I-].[K+] (potassium iodide). Solvent: C(C)#N (acetonitrile). Conditions: temperature 70 celsius, time 20 hour. Product: C(C)(C)(C)OC(=O)N1C(=CC2=CC=C(C=C12)OCCCN1CCCCC1)C=1C2=C(N(N1)C(=O)OC(C)(C)C)C=C(S2)C2=CC=CC=C2 (2-(1-tert-butoxycarbonyl-5-phenyl-1H-thieno[3,2-c]pyrazol-3-yl)-6-[3-(piperidin-1-yl)-propoxy]-indole-1-carboxylic acid tert-butyl ester). RXN SMILES: [C:1]([O:5][C:6]([N:8]1[C:16]2[C:11](=[CH:12][CH:13]=[C:14]([O:17][CH2:18][CH2:19][CH2:20]Br)[CH:15]=2)[CH:10]=[C:9]1[C:22]1[C:23]2[S:36][C:35]([C:37]3[CH:42]=[CH:41][CH:40]=[CH:39][CH:38]=3)=[CH:34][C:24]=2[N:25]([C:27]([O:29][C:30]([CH3:33])([CH3:32])[CH3:31])=[O:28])[N:26]=1)=[O:7])([CH3:4])([CH3:3])[CH3:2].[NH:43]1[CH2:48][CH2:47][CH2:46][CH2:45][CH2:44]1.C(=O)([O-])[O-].[K+].[K+].[I-].[K+]>C(#N)C>[C:1]([O:5][C:6]([N:8]1[C:16]2[C:11](=[CH:12][CH:13]=[C:14]([O:17][CH2:18][CH2:19][CH2:20][N:43]3[CH2:48][CH2:47][CH2:46][CH2:45][CH2:44]3)[CH:15]=2)[CH:10]=[C:9]1[C:22]1[C:23]2[S:36][C:35]([C:37]3[CH:42]=[CH:41][CH:40]=[CH:39][CH:38]=3)=[CH:34][C:24]=2[N:25]([C:27]([O:29][C:30]([CH3:33])([CH3:32])[CH3:31])=[O:28])[N:26]=1)=[O:7])([CH3:4])([CH3:3])[CH3:2] |f:2.3.4,5.6|. Procedure details: A mixture of 6-(3-bromo-propoxy)-2-(1-tert-butoxycarbonyl-5-phenyl-1H-thieno[3,2-c]pyrazol-3-yl)-indole-1-carboxylic acid tert-butyl ester [300 mg, 0.460 mmol, Intermediate 50)], piperidine (60.2 mg, 0.707 mmol), potassium carbonate (191 mg, 1.38 mmol), potassium iodide (40.0 mg, 0.241 mmol), and anhydrous acetonitrile (5.0 mL) was heated at 70° C. with shaking at 200 rpm. After 20 hours, the reaction was cooled to ambient temperature, filtered, the insolubles washed three times with dichloromet... Reactants: N#CCc1ccc(OCc2ccccc2)cc1, CO, CCCCCC, [Na+], O=C1CCCCC1, [OH-]. The product is N#CC(c1ccc(OCc2ccccc2)cc1)C1(O)CCCCC1. RXN SMILES: [CH2:1]([c:2]1[cH:3][cH:4][cH:5][cH:6][cH:7]1)[O:8][c:9]1[cH:10][cH:11][c:12]([CH2:15][C:16]#[N:17])[cH:13][cH:14]1.[CH3:18][OH:19].[CH3:29][CH2:30][CH2:31][CH2:32][CH2:33][CH3:34].[Na+:21].[O:22]=[C:23]1[CH2:24][CH2:25][CH2:26][CH2:27][CH2:28]1.[OH-:20]>>[CH2:1]([c:2]1[cH:3][cH:4][cH:5][cH:6][cH:7]1)[O:8][c:9]1[cH:10][cH:11][c:12]([CH:15]([C:16]#[N:17])[C:23]2([OH:22])[CH2:24][CH2:25][CH2:26][CH2:27][CH2:28]2)[cH:13][cH:14]1. The reactants are COc1cc(C(=Nc2ccc(-c3noc(C)n3)cc2)C(=N)SC)cc2c1OCOC2, Cc1ccccc1, COC(=O)Cl, Cc1cc(C)nc(C)c1. Product: COC(=O)N=C(SC)C(=Nc1ccc(-c2noc(C)n2)cc1)c1cc2c(c(OC)c1)OCOC2. As a reaction SMILES: [CH3:1][S:2][C:3]([C:4](=[N:5][c:6]1[cH:7][cH:8][c:9](-[c:12]2[n:13][o:14][c:15]([CH3:17])[n:16]2)[cH:10][cH:11]1)[c:18]1[cH:19][c:20]([O:28][CH3:29])[c:21]2[c:22]([cH:27]1)[CH2:23][O:24][CH2:25][O:26]2)=[NH:30].[CH3:45][c:46]1[cH:47][cH:48][cH:49][cH:50][cH:51]1.[Cl:40][C:41](=[O:42])[O:43][CH3:44].[n:31]1[c:32]([CH3:33])[cH:34][c:35]([CH3:36])[cH:37][c:38]1[CH3:39]>>[CH3:1][S:2][C:3]([C:4](=[N:5][c:6]1[cH:7][cH:8][c:9](-[c:12]2[n:13][o:14][c:15]([CH3:17])[n:16]2)[cH:10][cH:11]1)[c:18]1[cH:19][c:20]([O:28][CH3:29])[c:21]2[c:22]([cH:27]1)[CH2:23][O:24][CH2:25][O:26]2)=[N:30][C:41](=[O:42])[O:43][CH3:44]. Reactants: COc1ccc2cc(C(C)C(=O)O)ccc2c1, CN(C)C=O, CCOC(C)=O, C(=NC1CCCCC1)=NC1CCCCC1, Oc1cccc2[nH]nnc12, Oc1ccc(-c2cc(=S)ss2)cc1. Yields the product COc1ccc2cc(C(C)C(=O)Oc3ccc(-c4cc(=S)ss4)cc3)ccc2c1. RXN SMILES: [CH3:1][O:2][c:3]1[cH:4][cH:5][c:6]2[cH:7][c:8]([CH:13]([CH3:14])[C:15]([OH:16])=[O:17])[cH:9][cH:10][c:11]2[cH:12]1.[CH3:56][N:57]([CH3:58])[CH:59]=[O:60].[CH3:61][CH2:62][O:63][C:64](=[O:65])[CH3:66].[CH:28]1([N:29]=[C:30]=[N:31][CH:32]2[CH2:33][CH2:34][CH2:35][CH2:36][CH2:37]2)[CH2:38][CH2:39][CH2:40][CH2:41][CH2:42]1.[OH:18][c:19]1[c:20]2[n:21][n:22][nH:23][c:24]2[cH:25][cH:26][cH:27]1.[OH:43][c:44]1[cH:45][cH:46][c:47](-[c:50]2[cH:51][c:52](=[S:55])[s:53][s:54]2)[cH:48][cH:49]1>>[CH3:1][O:2][c:3]1[cH:4][cH:5][c:6]2[cH:7][c:8]([CH:13]([CH3:14])[C:15]([O:16][c:44]3[cH:45][cH:46][c:47](-[c:50]4[cH:51][c:52](=[S:55])[s:53][s:54]4)[cH:48][cH:49]3)=[O:17])[cH:9][cH:10][c:11]2[cH:12]1. Procedure: The oxidation of p-acetoxyacetophenone proceeded as in Example I, except that the reaction was run for 30 minutes and a total of 150 g (1.47 moles) of acetic anhydride and 37 g (0.62 mole) of acetic acid was added through the pump. The reaction mixture was concentrated from 772 g to 413 g by evaporation of acetic acid. The slurry was filtered to remove precipitated p-acetoxybenzoic acid. After drying, 128.2 g of p-acetoxybenzoic acid of 95 mole % purity (73% yield) were obtained. Remaining in th... Conditions: time 30 minute. The product is C(C)(=O)OC1=CC=C(C(=O)O)C=C1 (p-acetoxybenzoic acid). As a reaction SMILES: [C:1]([O:4][C:5]1[CH:10]=[CH:9][C:8]([C:11](=[O:13])C)=[CH:7][CH:6]=1)(=[O:3])[CH3:2].C(OC(=O)C)(=[O:16])C.C(O)(=O)C>>[C:1]([O:4][C:5]1[CH:6]=[CH:7][C:8]([C:11]([OH:13])=[O:16])=[CH:9][CH:10]=1)(=[O:3])[CH3:2]. The reactants are C(C)(=O)OC1=CC=C(C=C1)C(C)=O (p-acetoxyacetophenone), C(C)(=O)OC(C)=O (acetic anhydride), C(C)(=O)O (acetic acid). The yield is 73.0%.